describe an organic reaction: reactants, conditions, products, and yield From a dataset of the Open Reaction Database (ORD), a public repository of structured organic reaction records. The reactants are O=C([O-])[O-], COC(=O)c1cc(I)c(C#N)cc1C, C1COCCO1, CCC(C)N, O=C(C=Cc1ccccc1)C=Cc1ccccc1, O=C(C=Cc1ccccc1)C=Cc1ccccc1, O=C(C=Cc1ccccc1)C=Cc1ccccc1, [Cs+], [Cs+], [Pd], [Pd]. Yields the product CCC(C)Nc1cc(C(=O)OC)c(C)cc1C#N. Reaction SMILES: [C:15](=[O:16])([O-:17])[O-:18].[C:1](#[N:2])[c:3]1[cH:4][c:5]([CH3:14])[c:6]([C:7](=[O:8])[O:9][CH3:10])[cH:11][c:12]1[I:13].[CH2:26]1[O:27][CH2:28][CH2:29][O:30][CH2:31]1.[CH3:21][CH:22]([CH2:23][CH3:24])[NH2:25].[CH:34](=[CH:35][C:36]([CH:37]=[CH:38][c:39]1[cH:40][cH:41][cH:42][cH:43][cH:44]1)=[O:45])[c:46]1[cH:47][cH:48][cH:49][cH:50][cH:51]1.[CH:52](=[CH:53][C:54]([CH:55]=[CH:56][c:57]1[cH:58][cH:59][cH:60][cH:61][cH:62]1)=[O:63])[c:64]1[cH:65][cH:66][cH:67][cH:68][cH:69]1.[CH:70](=[CH:71][C:72]([CH:73]=[CH:74][c:75]1[cH:76][cH:77][cH:78][cH:79][cH:80]1)=[O:81])[c:82]1[cH:83][cH:84][cH:85][cH:86][cH:87]1.[Cs+:19].[Cs+:20].[Pd:32].[Pd:33]>>[C:1](#[N:2])[c:3]1[cH:4][c:5]([CH3:14])[c:6]([C:7](=[O:8])[O:9][CH3:10])[cH:11][c:12]1[NH:25][CH:22]([CH3:21])[CH2:23][CH3:24].